From a dataset of the Open Reaction Database (ORD), a public repository of structured organic reaction records. describe an organic reaction: reactants, conditions, products, and yield Starting materials: O.[OH-].[Li+] (lithium hydroxide hydrate), C(C1=CC=CC=C1)(=O)C1=CC=C2C(=N1)SC(=N2)C2=C(C=C(C=C2)CN2CC(C2)C(=O)OC)F (methyl 1-((4-(5-benzoylthiazolo[5,4-b]pyridine-2-yl)-3-fluorophenyl)methyl)azetidine-3-carboxylate), P(=O)([O-])([O-])[O-] (phosphate), Cl (HCl). Run in C1CCOC1 (THF), O (water), O (water). Reaction conditions: temperature 25 celsius, time 1.5 hour. Yields the product C(C1=CC=CC=C1)(=O)C1=CC=C2C(=N1)SC(=N2)C2=C(C=C(C=C2)CN2CC(C2)C(=O)O)F (1-((4-(5-benzoylthiazolo[5,4-b]pyridine-2-yl)-3-fluorophenyl)methyl)-azetidine-3-carboxylic acid). RXN SMILES: O.[OH-].[Li+].[C:4]([C:12]1[N:17]=[C:16]2[S:18][C:19]([C:21]3[CH:26]=[CH:25][C:24]([CH2:27][N:28]4[CH2:31][CH:30]([C:32]([O:34]C)=[O:33])[CH2:29]4)=[CH:23][C:22]=3[F:36])=[N:20][C:15]2=[CH:14][CH:13]=1)(=[O:11])[C:5]1[CH:10]=[CH:9][CH:8]=[CH:7][CH:6]=1.Cl.P([O-])([O-])([O-])=O>C1COCC1.O>[C:4]([C:12]1[N:17]=[C:16]2[S:18][C:19]([C:21]3[CH:26]=[CH:25][C:24]([CH2:27][N:28]4[CH2:31][CH:30]([C:32]([OH:34])=[O:33])[CH2:29]4)=[CH:23][C:22]=3[F:36])=[N:20][C:15]2=[CH:14][CH:13]=1)(=[O:11])[C:5]1[CH:6]=[CH:7][CH:8]=[CH:9][CH:10]=1 |f:0.1.2|. Procedure details: A mixture of lithium hydroxide hydrate (66.4 mg, 1582 μmol) and methyl 1-((4-(5-benzoylthiazolo[5,4-b]pyridine-2-yl)-3-fluorophenyl)methyl)azetidine-3-carboxylate (233.0 mg, 505 μmol) in THF (12.6 mL) and water (1.7 mL) was stirred at 25° C. for 1.5 h. The reaction mixture was then diluted with water (1.0 mL), acidified with 1.0N HCl (1.58 mL), brought to pH 6 with 0.05M phosphate buffer (1.0 mL), and partially concentrated in vacuo. The resulting precipitate was collected by vacuum filtration, ... Reactants: O=C([O-])[O-], CNCCNC, BrC(c1ccccc1)c1ccccc1, [K+], [K+], CN(C)C=O. The product is CNCCN(C)C(c1ccccc1)c1ccccc1. As a reaction SMILES: [C:7](=[O:8])([O-:9])[O-:10].[CH3:1][NH:2][CH2:3][CH2:4][NH:5][CH3:6].[CH:13]([c:14]1[cH:15][cH:16][cH:17][cH:18][cH:19]1)([c:20]1[cH:21][cH:22][cH:23][cH:24][cH:25]1)[Br:26].[K+:11].[K+:12].[O:27]=[CH:28][N:29]([CH3:30])[CH3:31]>>[CH3:1][N:2]([CH2:3][CH2:4][NH:5][CH3:6])[CH:13]([c:14]1[cH:15][cH:16][cH:17][cH:18][cH:19]1)[c:20]1[cH:21][cH:22][cH:23][cH:24][cH:25]1.